describe an organic reaction: reactants, conditions, products, and yield From a dataset of the Open Reaction Database (ORD), a public repository of structured organic reaction records. Reactants: solution, COC1=CC=C(C(CBr)=O)C=C1 (4-methyoxyphenacylbromide), O (water), O (Water). The product is COC1=CC=C(C=C1)C(=O)C=O (4-methoxyphenylglyoxal). RXN SMILES: [CH3:1][O:2][C:3]1[CH:12]=[CH:11][C:6]([C:7](=[O:10])[CH2:8]Br)=[CH:5][CH:4]=1.[OH2:13]>>[CH3:1][O:2][C:3]1[CH:12]=[CH:11][C:6]([C:7]([CH:8]=[O:13])=[O:10])=[CH:5][CH:4]=1. Reported procedure: Dimethylslufoxide (50 ml) solution of 4-methyoxyphenacylbromide (9.94 g, 43.4 mmol) and water (1.6 ml, 88.8 mmol) were stirred at 50° C. for 2.5 hr. Water was added and the solution was extracted with ethyl acetate 3 times and washed with brine and then dried over sodium sulfate. Removal of the solvent gave 4-methoxyphenylglyoxal (8.30 g, quant.). Reaction SMILES: [CH2:5]([CH3:6])[O:7][c:8]1[c:9]([CH3:25])[cH:10][c:11]([S:14](=[O:15])(=[O:16])[NH:17][CH:18]2[CH2:19][CH2:20][C:21](=[O:24])[CH2:22][CH2:23]2)[cH:12][cH:13]1.[CH3:29][OH:30].[Cl-:3].[Cl:31][CH2:32][Cl:33].[K:26][C:27]#[N:28].[NH4+:1].[NH4+:4].[Na+:35].[OH-:2].[OH-:34].[OH2:36]>>[NH2:1][C:21]1([C:27]#[N:28])[CH2:20][CH2:19][CH:18]([NH:17][S:14]([c:11]2[cH:10][c:9]([CH3:25])[c:8]([O:7][CH2:5][CH3:6])[cH:13][cH:12]2)(=[O:15])=[O:16])[CH2:23][CH2:22]1. Starting materials: CCOc1ccc(S(=O)(=O)NC2CCC(=O)CC2)cc1C, CO, [Cl-], ClCCl, N#C[K], [NH4+], [NH4+], [Na+], [OH-], [OH-], O. Product: CCOc1ccc(S(=O)(=O)NC2CCC(N)(C#N)CC2)cc1C. The reactants are CCOC(=O)CCc1cc(OC)c(OC)c(OC)c1, COCCOC, CCOC=O, [H-], [Na+]. Yields the product CCOC(=O)C(C=O)Cc1cc(OC)c(OC)c(OC)c1. RXN SMILES: [CH3:1][O:2][c:3]1[cH:4][c:5]([CH2:13][CH2:14][C:15](=[O:16])[O:17][CH2:18][CH3:19])[cH:6][c:7]([O:11][CH3:12])[c:8]1[O:9][CH3:10].[CH3:27][O:28][CH2:29][CH2:30][O:31][CH3:32].[CH:20](=[O:21])[O:22][CH2:23][CH3:24].[H-:25].[Na+:26]>>[CH3:1][O:2][c:3]1[cH:4][c:5]([CH2:13][CH:14]([C:15](=[O:16])[O:17][CH2:18][CH3:19])[CH:20]=[O:21])[cH:6][c:7]([O:11][CH3:12])[c:8]1[O:9][CH3:10]. The reactants are C=CC(C)(C)C(=O)CC(=O)OCC, ClC(Cl)Cl, O=S(=O)(Cl)Cl. Product: C=CC(C)(C)C(=O)C(Cl)C(=O)OCC. Reaction SMILES: [CH2:6]([CH3:7])[O:8][C:9]([CH2:10][C:11]([C:12]([CH:13]=[CH2:14])([CH3:15])[CH3:16])=[O:17])=[O:18].[CH:19]([Cl:20])([Cl:21])[Cl:22].[S:1]([Cl:2])(=[O:3])([Cl:4])=[O:5]>>[Cl:4][CH:10]([C:9]([O:8][CH2:6][CH3:7])=[O:18])[C:11]([C:12]([CH:13]=[CH2:14])([CH3:15])[CH3:16])=[O:17]. Starting materials: O=C(Nc1nc(-c2ccco2)c(-c2ccncc2)s1)c1ccnc(CCl)c1, CN(C)C=O, O, c1c[nH]cn1. Product: O=C(Nc1nc(-c2ccco2)c(-c2ccncc2)s1)c1ccnc(Cn2ccnc2)c1. As a reaction SMILES: [Cl:1][CH2:2][c:3]1[n:4][cH:5][cH:6][c:7]([C:9](=[O:10])[NH:11][c:12]2[s:13][c:14](-[c:22]3[cH:23][cH:24][n:25][cH:26][cH:27]3)[c:15](-[c:17]3[o:18][cH:19][cH:20][cH:21]3)[n:16]2)[cH:8]1.[O:34]=[CH:35][N:36]([CH3:37])[CH3:38].[OH2:33].[nH:28]1[cH:29][n:30][cH:31][cH:32]1>>[CH2:2]([c:3]1[n:4][cH:5][cH:6][c:7]([C:9](=[O:10])[NH:11][c:12]2[s:13][c:14](-[c:22]3[cH:23][cH:24][n:25][cH:26][cH:27]3)[c:15](-[c:17]3[o:18][cH:19][cH:20][cH:21]3)[n:16]2)[cH:8]1)[n:28]1[cH:29][n:30][cH:31][cH:32]1. Reactants: COC1=CC=C(C2=C1NC(=N2)C2=CC=CC=C2)C(=O)O (7-methoxy-2-phenyl-1H-benzoimidazole-4-carboxylic acid), CO (methanol), OS(=O)(=O)O (H2SO4). Yields the product COC(=O)C1=CC=C(C=2NC(=NC21)C2=CC=CC=C2)O (7-hydroxy-2-phenyl-1H-benzoimidazole-4-carboxylic acid methyl ester). Yield: 83.0%. Reaction SMILES: C[O:2][C:3]1[C:8]2[NH:9][C:10]([C:12]3[CH:17]=[CH:16][CH:15]=[CH:14][CH:13]=3)=[N:11][C:7]=2[C:6]([C:18]([OH:20])=[O:19])=[CH:5][CH:4]=1.OS(O)(=O)=O.[CH3:26]O>>[CH3:26][O:20][C:18]([C:6]1[C:7]2[N:11]=[C:10]([C:12]3[CH:17]=[CH:16][CH:15]=[CH:14][CH:13]=3)[NH:9][C:8]=2[C:3]([OH:2])=[CH:4][CH:5]=1)=[O:19]. Procedure details: 7-methoxy-2-phenyl-1H-benzoimidazole-4-carboxylic acid (2.00 g, 7.46 mmol) obtained in step 4 was dissolved in 30 ml of methanol, H2SO4 (2.00 ml, 37.28 mmol) was added dropwise thereto and refluxed for 15 hours. The resulting solution was cooled to room temperature, concentrated under a reduced pressure to remove methanol, and the residue was neutralized with NaHCO3. Then, the neutralized residue was extracted with ethyl acetate and concentrated under a reduced pressure to obtain a residue which...